This data is from the Open Reaction Database (ORD), a public repository of structured organic reaction records. The task is: describe an organic reaction: reactants, conditions, products, and yield The reactants are O=C([O-])O, ClCCl, Nc1ccc(C(=O)N(CCN2CCC(C(=O)c3ccc(F)cc3)CC2)c2cccnc2)cc1, [Na+], O=C(O)C(F)(F)F, c1ccncc1. The product is O=C(c1ccc(F)cc1)C1CCN(CCN(C(=O)c2ccc(NC(=O)C(F)(F)F)cc2)c2cccnc2)CC1. RXN SMILES: [C:47](=[O:48])([OH:49])[O-:50].[CH2:52]([Cl:53])[Cl:54].[NH2:1][c:2]1[cH:3][cH:4][c:5]([C:6](=[O:7])[N:8]([c:9]2[cH:10][n:11][cH:12][cH:13][cH:14]2)[CH2:15][CH2:16][N:17]2[CH2:18][CH2:19][CH:20]([C:23]([c:24]3[cH:25][cH:26][c:27]([F:30])[cH:28][cH:29]3)=[O:31])[CH2:21][CH2:22]2)[cH:32][cH:33]1.[Na+:51].[OH:40][C:41](=[O:42])[C:43]([F:44])([F:45])[F:46].[cH:34]1[cH:35][cH:36][n:37][cH:38][cH:39]1>>[NH:1]([c:2]1[cH:3][cH:4][c:5]([C:6](=[O:7])[N:8]([c:9]2[cH:10][n:11][cH:12][cH:13][cH:14]2)[CH2:15][CH2:16][N:17]2[CH2:18][CH2:19][CH:20]([C:23]([c:24]3[cH:25][cH:26][c:27]([F:30])[cH:28][cH:29]3)=[O:31])[CH2:21][CH2:22]2)[cH:32][cH:33]1)[C:41](=[O:40])[C:43]([F:44])([F:45])[F:46]. Starting materials: CS(C)=O, O=C(Nc1nccs1)C(CC1CCCC1)c1ccc(F)nc1. Product: O=C(Nc1nccs1)C(CC1CCCC1)c1ccc(S)nc1. RXN SMILES: [CH3:23][S:24]([CH3:25])=[O:26].[CH:1]1([CH2:6][CH:7]([C:8](=[O:9])[NH:10][c:11]2[s:12][cH:13][cH:14][n:15]2)[c:16]2[cH:17][n:18][c:19]([F:22])[cH:20][cH:21]2)[CH2:2][CH2:3][CH2:4][CH2:5]1>>[CH:1]1([CH2:6][CH:7]([C:8](=[O:9])[NH:10][c:11]2[s:12][cH:13][cH:14][n:15]2)[c:16]2[cH:17][n:18][c:19]([SH:24])[cH:20][cH:21]2)[CH2:2][CH2:3][CH2:4][CH2:5]1. Starting materials: C(C1=CC=CC=C1)OC(=O)N1CC(CC1)(F)C(C)N=[N+]=[N-] (3-(1-azidoethyl)-3-fluoropyrrolidine-1-carboxylic acid benzyl ester), [H][H] (hydrogen). The reagents and catalysts are [Ni] (Raney nickel). Run in CO (methanol). Product: C(C1=CC=CC=C1)OC(=O)N1CC(CC1)(F)C(C)N (3-(1-Aminoethyl)-3-fluoropyrrolidine-1-carboxylic acid benzyl ester). Yield: 90.1%. Reaction SMILES: [CH2:1]([O:8][C:9]([N:11]1[CH2:15][CH2:14][C:13]([CH:17]([N:19]=[N+]=[N-])[CH3:18])([F:16])[CH2:12]1)=[O:10])[C:2]1[CH:7]=[CH:6][CH:5]=[CH:4][CH:3]=1.[H][H]>CO.[Ni]>[CH2:1]([O:8][C:9]([N:11]1[CH2:15][CH2:14][C:13]([CH:17]([NH2:19])[CH3:18])([F:16])[CH2:12]1)=[O:10])[C:2]1[CH:7]=[CH:6][CH:5]=[CH:4][CH:3]=1. Procedure: A solution of 3-(1-azidoethyl)-3-fluoropyrrolidine-1-carboxylic acid benzyl ester (Example A16, 0.16 g, 0.5 mmol) in methanol (10 mL) is treated with Raney nickel (100 mg, wet weight) and shaken in a hydrogen atmosphere at room temperature and at 55 psi for 17 hours. The catalyst is removed by filtration through Celite, and the solvent is removed in vacuo to afford the title compound (0.12 g). 1H NMR (200 MHz, CDCl3): δ 7.30 (s, 5H), 5.12 (s, 2H), 3.84–3.22 (m, 5H), 2.23–1.79 (m, 4H), 1.20 (d, 3...